describe an organic reaction: reactants, conditions, products, and yield From a dataset of the Open Reaction Database (ORD), a public repository of structured organic reaction records. Reactants: ice water methyl tert-butyl ether, FC1=C(C=CC=C1)C(C(=O)OC)=O (methyl 2-fluorophenylglyoxalate), [K] (potassium), ClC1=CC=C(C=C1)N1N=C(C=C1)O (1-(4-chlorophenyl)-3-hydroxy-pyrazole). Run in CS(=O)C (dimethyl sulfoxide), CS(=O)C (dimethyl sulfoxide). Run at temperature 60 celsius. Product: ClC1=CC=C(C=C1)N1N=C(C=C1)OC1=C(C=CC=C1)C(C(=O)OC)=O (Methyl 2-[1-(4-chlorophenyl)-3-pyrazolyloxy]phenylglyoxalate). As a reaction SMILES: F[C:2]1[CH:7]=[CH:6][CH:5]=[CH:4][C:3]=1[C:8](=[O:13])[C:9]([O:11][CH3:12])=[O:10].[K].[Cl:15][C:16]1[CH:21]=[CH:20][C:19]([N:22]2[CH:26]=[CH:25][C:24]([OH:27])=[N:23]2)=[CH:18][CH:17]=1>CS(C)=O>[Cl:15][C:16]1[CH:17]=[CH:18][C:19]([N:22]2[CH:26]=[CH:25][C:24]([O:27][C:2]3[CH:7]=[CH:6][CH:5]=[CH:4][C:3]=3[C:8](=[O:13])[C:9]([O:11][CH3:12])=[O:10])=[N:23]2)=[CH:20][CH:21]=1 |^1:13|. Procedure: A solution of 4.2 g of methyl 2-fluorophenylglyoxalate in 30 ml of anhydrous dimethyl sulfoxide was added dropwise to a solution of 5.0 g of the potassium salt of 1-(4-chlorophenyl)-3-hydroxy-pyrazole in 30 ml of anhydrous dimethyl sulfoxide. The batch was heated at 60° C. for 3.5 more hours, cooled and divided into two halves. One half was poured into ice-water/methyl tert-butyl ether for working-up. After the organic phase had been separated off, the aqueous phase was extracted three more time... Reactants: C1CCNCC1, CCO, O=Cc1cc2cc(OCCN3CCOCC3)ccc2[nH]1, O=C1Cc2ccc(-c3ccccc3)cc2N1. Product: O=C1Nc2cc(-c3ccccc3)ccc2C1=Cc1cc2cc(OCCN3CCOCC3)ccc2[nH]1. Reaction SMILES: [CH2:37]1[CH2:38][CH2:39][NH:40][CH2:41][CH2:42]1.[CH3:43][CH2:44][OH:45].[O:17]1[CH2:18][CH2:19][N:20]([CH2:23][CH2:24][O:25][c:26]2[cH:27][c:28]3[cH:29][c:30]([CH:35]=[O:36])[nH:31][c:32]3[cH:33][cH:34]2)[CH2:21][CH2:22]1.[c:1]1(-[c:7]2[cH:8][cH:9][c:10]3[c:14]([cH:15]2)[NH:13][C:12](=[O:16])[CH2:11]3)[cH:2][cH:3][cH:4][cH:5][cH:6]1>>[c:1]1(-[c:7]2[cH:8][cH:9][c:10]3[c:14]([cH:15]2)[NH:13][C:12](=[O:16])[C:11]3=[CH:35][c:30]2[cH:29][c:28]3[cH:27][c:26]([O:25][CH2:24][CH2:23][N:20]4[CH2:19][CH2:18][O:17][CH2:22][CH2:21]4)[cH:34][cH:33][c:32]3[nH:31]2)[cH:2][cH:3][cH:4][cH:5][cH:6]1. Reactants: O (water), C(=O)(O)C1=C(C=CC=C1)SC=1C=C(C=O)C=CC1O (3-(o-Carboxyphenylthio)-4-hydroxybenzaldehyde), Cl.NO (hydroxylamine hydrochloride), C(=O)[O-].[Na+] (sodium formate). Run in C(=O)O (formic acid). Product: C(=O)(O)C1=C(C=CC=C1)SC=1C=C(C#N)C=CC1O (3-(o-Carboxyphenylthio)-4-hydroxybenzonitrile). RXN SMILES: [C:1]([C:4]1[CH:9]=[CH:8][CH:7]=[CH:6][C:5]=1[S:10][C:11]1[CH:12]=[C:13]([CH:16]=[CH:17][C:18]=1[OH:19])[CH:14]=O)([OH:3])=[O:2].Cl.[NH2:21]O.C([O-])=O.[Na+].O>C(O)=O>[C:1]([C:4]1[CH:9]=[CH:8][CH:7]=[CH:6][C:5]=1[S:10][C:11]1[CH:12]=[C:13]([CH:16]=[CH:17][C:18]=1[OH:19])[C:14]#[N:21])([OH:3])=[O:2] |f:1.2,3.4|. Procedure details: Reflux 91.3 g of the aldehyde of Step D, 27.4 g of hydroxylamine hydrochloride and 41.9 g of sodium formate in 900 ml of formic acid (98-100%) for 11/4 hours. Cool the mixture and pour into 21/2 liters of cold water. Separate the precipitate, wash with water and dry in vacuo at 75° C. (Yield: 82 g). Starting materials: CCOC(=O)c1c(C)[nH]c(C=O)c1CCCN1CCN(C)CC1, C1CCNCC1, CCO, O=C1Cc2c(cccc2-c2ccccc2)N1. Product: CCOC(=O)c1c(C)[nH]c(C=C2C(=O)Nc3cccc(-c4ccccc4)c32)c1CCCN1CCN(C)CC1. RXN SMILES: [CH2:17]([CH3:18])[O:19][C:20](=[O:21])[c:22]1[c:23]([CH3:39])[nH:24][c:25]([CH:37]=[O:38])[c:26]1[CH2:27][CH2:28][CH2:29][N:30]1[CH2:31][CH2:32][N:33]([CH3:36])[CH2:34][CH2:35]1.[CH2:40]1[CH2:41][CH2:42][NH:43][CH2:44][CH2:45]1.[CH3:46][CH2:47][OH:48].[c:1]1(-[c:7]2[c:8]3[c:12]([cH:13][cH:14][cH:15]2)[NH:11][C:10](=[O:16])[CH2:9]3)[cH:2][cH:3][cH:4][cH:5][cH:6]1>>[c:1]1(-[c:7]2[c:8]3[c:12]([cH:13][cH:14][cH:15]2)[NH:11][C:10](=[O:16])[C:9]3=[CH:37][c:25]2[nH:24][c:23]([CH3:39])[c:22]([C:20]([O:19][CH2:17][CH3:18])=[O:21])[c:26]2[CH2:27][CH2:28][CH2:29][N:30]2[CH2:31][CH2:32][N:33]([CH3:36])[CH2:34][CH2:35]2)[cH:2][cH:3][cH:4][cH:5][cH:6]1.